The task is: describe an organic reaction: reactants, conditions, products, and yield. This data is from the Open Reaction Database (ORD), a public repository of structured organic reaction records. The reactants are NC1=C(NC2=CC(=CC=C12)Cl)C(=O)C1=NC=CC=C1 (3-amino-6-chloro-2-(pyridine-2-carbonyl)indole), C(C)(=O)Cl (acetyl chloride), [K+].[Br-] (KBr). Run in C(C)O (ethanol). Product: C(C)(=O)NC1=C(NC2=CC(=CC=C12)Cl)C(=O)C1=NC=CC=C1 (3-Acetylamino-6-chloro-2-(pyridine-2-carbonyl)indole). Reaction SMILES: [NH2:1][C:2]1[C:10]2[C:5](=[CH:6][C:7]([Cl:11])=[CH:8][CH:9]=2)[NH:4][C:3]=1[C:12]([C:14]1[CH:19]=[CH:18][CH:17]=[CH:16][N:15]=1)=[O:13].[C:20](Cl)(=[O:22])[CH3:21].[K+].[Br-]>C(O)C>[C:20]([NH:1][C:2]1[C:10]2[C:5](=[CH:6][C:7]([Cl:11])=[CH:8][CH:9]=2)[NH:4][C:3]=1[C:12]([C:14]1[CH:19]=[CH:18][CH:17]=[CH:16][N:15]=1)=[O:13])(=[O:22])[CH3:21] |f:2.3|. Procedure: The title compound was prepared according to the procedure described in Example 19 employing 3-amino-6-chloro-2-(pyridine-2-carbonyl)indole (Example 125) and acetyl chloride. m.p.: 211-212° C. (ethanol) 1H-NMR (DMSO-d6) δ: 12.02 (1H, br s), 10.34 (1H, br s), 8.82 (1H, d, J=4.4 Hz), 8.15-8.07 (2H, m), 7.85 (1H, d, J=8.8 Hz), 7.75-7.70 (1H, m), 7.63 (1H, d, J=1.8 Hz), 7.07 (1H, dd, J=1.8, 8.8 Hz), 2.02 (3H, s) IR (KBr) ν: 3450, 1690, 1620, 1580, 1570, 1480, 1350, 1240, 1180, 1160, 1030, 760 cm−1 Reactants: O (water), CN1C(NC(C=2NC=NC12)=O)=O (3-methylxanthine), C([O-])([O-])=O.[K+].[K+] (potassium carbonate), ClC1=CC=C(C(=O)C2=CC=C(CBr)C=C2)C=C1 (4-(4-chlorobenzoyl)benzyl bromide). The solvent is C(C)(=O)OCC (ethyl acetate), CN(C)C=O (DMF). Run at time 24 hour. The product is ClC1=CC=C(C(=O)C2=CC=C(CN3C=NC=4N(C(NC(C34)=O)=O)C)C=C2)C=C1 (7-[4-(4-Chlorobenzoyl)benzyl]-3-methylxanthine). Yield: 9.5%. Reaction SMILES: [CH3:1][N:2]1[C:10]2[N:9]=[CH:8][NH:7][C:6]=2[C:5](=[O:11])[NH:4][C:3]1=[O:12].C(=O)([O-])[O-].[K+].[K+].[Cl:19][C:20]1[CH:35]=[CH:34][C:23]([C:24]([C:26]2[CH:33]=[CH:32][C:29]([CH2:30]Br)=[CH:28][CH:27]=2)=[O:25])=[CH:22][CH:21]=1.O>CN(C=O)C.C(OCC)(=O)C>[Cl:19][C:20]1[CH:21]=[CH:22][C:23]([C:24]([C:26]2[CH:33]=[CH:32][C:29]([CH2:30][N:7]3[C:6]4[C:5](=[O:11])[NH:4][C:3](=[O:12])[N:2]([CH3:1])[C:10]=4[N:9]=[CH:8]3)=[CH:28][CH:27]=2)=[O:25])=[CH:34][CH:35]=1 |f:1.2.3|. Reported procedure: To a solution of 3-methylxanthine (1.06 g) in DMF (26 ml) were added potassium carbonate (1.06 g) and 4-(4-chlorobenzoyl)benzyl bromide (1.98 g) and the mixture was stirred at room temperature for 24 hours. To this reaction mixture were added water and ethyl acetate and the floating matter was filtered off and the filtrate aqueous solution was diluted with 1N-hydrochloric acid and extracted with chloroform. The extract was washed with saturated aqueous NaCl solution and dried over anhydrous sodi... Reported procedure: Dissolve 10.0 grams of lysine monohydrate in 10 ml of hot water (60° C.). Add 11.1 grams of lysine monohydrochloride and 16.8 grams of magnesium fumarate and bring to a boil for 5 minutes. Approximately 10 grams of the viscous solution is dried in a microwave oven for 2 minutes (100% power) and then cooled in a freezer for 5 minutes. The dried solid has a similar appearance to the glass made with magnesium succinate but it does not give phosphorescence when excited under a long wave UV. Run in O (water). Product: C(\C=C\C(=O)[O-])(=O)[O-].[Mg+2].N[C@@H](CCCCN)C(=O)O (Lysine Magnesium Fumarate). As a reaction SMILES: O.[NH2:2][C@H:3]([C:9]([OH:11])=[O:10])[CH2:4][CH2:5][CH2:6][CH2:7][NH2:8].Cl.N[C@H](C(O)=O)CCCCN.[C:23]([O-:30])(=[O:29])/[CH:24]=[CH:25]/[C:26]([O-:28])=[O:27].[Mg+2:31]>O>[C:23]([O-:30])(=[O:29])/[CH:24]=[CH:25]/[C:26]([O-:28])=[O:27].[Mg+2:31].[NH2:2][C@H:3]([C:9]([OH:11])=[O:10])[CH2:4][CH2:5][CH2:6][CH2:7][NH2:8] |f:0.1,2.3,4.5,7.8.9|. Reactants: Cl.N[C@@H](CCCCN)C(=O)O (lysine monohydrochloride), C(\C=C\C(=O)[O-])(=O)[O-].[Mg+2] (magnesium fumarate), O.N[C@@H](CCCCN)C(=O)O (lysine monohydrate). Run at time 5 minute. The reactants are Brc1cnc2[nH]ccc2c1, CO, O=Cc1cc(OC(F)F)cc(OC(F)F)c1, [K+], [OH-], O. Product: OC(c1cc(OC(F)F)cc(OC(F)F)c1)c1c[nH]c2ncc(Br)cc12. Reaction SMILES: [Br:1][c:2]1[cH:3][c:4]2[cH:5][cH:6][nH:7][c:8]2[n:9][cH:10]1.[CH3:30][OH:31].[F:11][CH:12]([O:13][c:14]1[cH:15][c:16]([CH:17]=[O:18])[cH:19][c:20]([O:22][CH:23]([F:24])[F:25])[cH:21]1)[F:26].[K+:28].[OH-:27].[OH2:29]>>[Br:1][c:2]1[cH:3][c:4]2[c:5]([CH:17]([c:16]3[cH:15][c:14]([O:13][CH:12]([F:11])[F:26])[cH:21][c:20]([O:22][CH:23]([F:24])[F:25])[cH:19]3)[OH:18])[cH:6][nH:7][c:8]2[n:9][cH:10]1. Run at time 5 minute. The yield is 7.2%. The product is ClC1=CC=C(CNC(=O)C2=NNC3=CC=CC=C3C2=O)C=C1 (N-(4-chlorobenzyl)-4-oxo-1,4-dihydro-3-cinnolinecarboxamide). Procedure: 4-Oxo-1,4-dihydro-3-cinnolinecarboxylic acid (0.10 g, 0.53 mmol) is dissolved in 5 mL DMF. To this is added 4-chlorobenzylamine (0.07 ML, 0.58 mmol) and the reaction mixture is stirred at room temperature for 5 min. EDC (0.11 g, 0.57 mmol) and HOBt (0.08 g, 0.56 mmol) are added and the reaction is stirred at room temperature over 2 days. The mixture is poured into 30 mL H2O. A brown precipitate formed which is filtered. The crude product is triturated with hot EtOAc, filtered and dried to yield ... Run in CN(C)C=O (DMF), O (H2O). Starting materials: ClC1=CC=C(CN)C=C1 (4-chlorobenzylamine), O=C1C(=NNC2=CC=CC=C12)C(=O)O (4-Oxo-1,4-dihydro-3-cinnolinecarboxylic acid), C(CCl)Cl (EDC), C=1C=CC2=C(C1)N=NN2O (HOBt). Reaction SMILES: [O:1]=[C:2]1[C:11]2[C:6](=[CH:7][CH:8]=[CH:9][CH:10]=2)[NH:5][N:4]=[C:3]1[C:12]([OH:14])=O.[Cl:15][C:16]1[CH:23]=[CH:22][C:19]([CH2:20][NH2:21])=[CH:18][CH:17]=1.C(Cl)CCl.C1C=CC2N(O)N=NC=2C=1>CN(C=O)C.O>[Cl:15][C:16]1[CH:23]=[CH:22][C:19]([CH2:20][NH:21][C:12]([C:3]2[C:2](=[O:1])[C:11]3[C:6](=[CH:7][CH:8]=[CH:9][CH:10]=3)[NH:5][N:4]=2)=[O:14])=[CH:18][CH:17]=1. Reactants: COC=1C=C(C=CC1OC)CC(=O)\N=C(\C)/N(C)C ((Z)-2-(3,4-dimethoxyphenyl)-N-(1-(dimethylamino)ethylidene)acetamide), ClC1=NC(=NC(=C1)NN)C (4-chloro-6-hydrazinyl-2-methylpyrimidine). The solvent is C(C)(=O)O (acetic acid). Yields the product ClC1=NC(=NC(=C1)N1N=CN=C1CC1=CC(=C(C=C1)OC)OC)C (4-chloro-6-(5-(3,4-dimethoxybenzyl)-1H-1,2,4-triazol-1-yl)-2-methylpyrimidine). Reaction SMILES: [CH3:1][O:2][C:3]1[CH:4]=[C:5]([CH2:11][C:12](/[N:14]=[C:15](\N(C)C)/C)=O)[CH:6]=[CH:7][C:8]=1[O:9][CH3:10].[Cl:20][C:21]1[CH:26]=[C:25]([NH:27][NH2:28])[N:24]=[C:23]([CH3:29])[N:22]=1>C(O)(=O)C>[Cl:20][C:21]1[CH:26]=[C:25]([N:27]2[C:12]([CH2:11][C:5]3[CH:6]=[CH:7][C:8]([O:9][CH3:10])=[C:3]([O:2][CH3:1])[CH:4]=3)=[N:14][CH:15]=[N:28]2)[N:24]=[C:23]([CH3:29])[N:22]=1. Procedure: A solution of (Z)-2-(3,4-dimethoxyphenyl)-N-(1-(dimethylamino)ethylidene)acetamide (1-2, 90 mg, 0.360 mmol, 1.0 eq) and 4-chloro-6-hydrazinyl-2-methylpyrimidine (57 mg, 0.360 mmol, 1.0 eq) in acetic acid (3 ml) was heated at 90° C. for 30 min. The reaction appeared complete by LCMS. The reaction mixture was concentrated and partitioned between dichloromethane (10 mL) and saturated aqueous sodium bicarbonate solution (10 mL). The organic layer was separated, dried over sodium sulfate, filtered an...